describe an organic reaction: reactants, conditions, products, and yield From a dataset of the Open Reaction Database (ORD), a public repository of structured organic reaction records. Reactants: C(C1=CC=CC=C1)SC[C@H]1CN(CC1)C(=O)OC(C)(C)C ((3R)-3-(benzylthio)methyl-1-(tert-butoxycarbonyl)pyrrolidine), FC(C(=O)O)(F)F (trifluoroacetic acid). The solvent is ClCCl (dichloromethane). Reaction conditions: time 65 minute. Yields the product C(C1=CC=CC=C1)SC[C@H]1CNCC1 ((3R)-3-[(Benzylthio)methyl]pyrrolidine). Yield: 77.3%. RXN SMILES: [CH2:1]([S:8][CH2:9][C@@H:10]1[CH2:14][CH2:13][N:12](C(OC(C)(C)C)=O)[CH2:11]1)[C:2]1[CH:7]=[CH:6][CH:5]=[CH:4][CH:3]=1.FC(F)(F)C(O)=O>ClCCl>[CH2:1]([S:8][CH2:9][C@@H:10]1[CH2:14][CH2:13][NH:12][CH2:11]1)[C:2]1[CH:7]=[CH:6][CH:5]=[CH:4][CH:3]=1. Reported procedure: To a stirred solution of (3R)-3-(benzylthio)methyl-1-(tert-butoxycarbonyl)pyrrolidine (0.2320 g, 0.755 mmol) in dichloromethane (3 ml), under argon, was added trifluoroacetic acid (1 ml) and the mixture was stirred at room temperature for 65 minutes before quenching with anhydrous methanol (2 ml) and evaporating in vacuo. More methanol (2 ml) was added to the residue and removed in vacuo. The residual oil was then dissolved in dichloromethane (25 ml) and washed with 2N NaOH solution (10 ml). The...